This data is from the Open Reaction Database (ORD), a public repository of structured organic reaction records. The task is: describe an organic reaction: reactants, conditions, products, and yield The reactants are C1=2C(=O)OC(NC1=CC=CC2)=O (Isatoic anhydride), [H-].[Na+] (Sodium hydride), C(C(C)C)I (isobutyl iodide). The product is C(C(C)C)N1C=2C(C(=O)OC1=O)=CC=CC2 (N-isobutyl isatoic anhydride). RXN SMILES: [C:1]12[C:7](=[CH:8][CH:9]=[CH:10][CH:11]=1)[NH:6][C:5](=[O:12])[O:4][C:2]2=[O:3].[H-].[Na+].[CH2:15](I)[CH:16]([CH3:18])[CH3:17]>>[CH2:15]([N:6]1[C:5](=[O:12])[O:4][C:2](=[O:3])[C:1]2=[CH:11][CH:10]=[CH:9][CH:8]=[C:7]12)[CH:16]([CH3:18])[CH3:17] |f:1.2|. Procedure details: Reagents: Isatoic anhydride (6.13 mmols, 1 g); Sodium hydride (9.2 mmols, 0.22 g); isobutyl iodide (18 mmols, 3.4 g). Yield: 0.6 g (46%), white solid, m.p.=85° C.-86° C. Starting materials: CCN=C=NCCCN(C)C, COc1cccc(OCC(=O)O)c1, CN1CCOCC1, Nc1ccccc1NC(=O)c1cc2c(s1)CNCC2, CN(C)C=O, On1nnc2ccccc21. The product is COc1cccc(OCC(=O)N2CCc3cc(C(=O)Nc4ccccc4N)sc3C2)c1. As a reaction SMILES: [CH2:24]([N:25]=[C:26]=[N:27][CH2:28][CH2:29][CH2:30][N:31]([CH3:32])[CH3:33])[CH3:34].[CH3:1][O:2][c:3]1[cH:4][c:5]([O:6][CH2:7][C:8](=[O:9])[OH:10])[cH:11][cH:12][cH:13]1.[CH3:35][N:36]1[CH2:37][CH2:38][O:39][CH2:40][CH2:41]1.[NH2:42][c:43]1[c:44]([NH:49][C:50](=[O:51])[c:52]2[cH:53][c:54]3[c:55]([s:60]2)[CH2:56][NH:57][CH2:58][CH2:59]3)[cH:45][cH:46][cH:47][cH:48]1.[O:61]=[CH:62][N:63]([CH3:64])[CH3:65].[OH:14][n:15]1[c:16]2[cH:17][cH:18][cH:19][cH:20][c:21]2[n:22][n:23]1>>[CH3:1][O:2][c:3]1[cH:4][c:5]([O:6][CH2:7][C:8](=[O:10])[N:57]2[CH2:56][c:55]3[c:54]([cH:53][c:52]([C:50]([NH:49][c:44]4[c:43]([NH2:42])[cH:48][cH:47][cH:46][cH:45]4)=[O:51])[s:60]3)[CH2:59][CH2:58]2)[cH:11][cH:12][cH:13]1. Reactants: O=C(CNC(=O)c1cccc(C(F)(F)F)c1)NC1CNC1, O=C1CCC(Oc2ccccn2)CC1. Product: O=C(CNC(=O)c1cccc(C(F)(F)F)c1)NC1CN(C2CCC(Oc3ccccn3)CC2)C1. Reaction SMILES: [NH:15]1[CH2:16][CH:17]([NH:19][C:20](=[O:21])[CH2:22][NH:23][C:24]([c:25]2[cH:26][c:27]([C:31]([F:32])([F:33])[F:34])[cH:28][cH:29][cH:30]2)=[O:35])[CH2:18]1.[n:1]1[c:2]([O:7][CH:8]2[CH2:9][CH2:10][C:11](=[O:14])[CH2:12][CH2:13]2)[cH:3][cH:4][cH:5][cH:6]1>>[n:1]1[c:2]([O:7][CH:8]2[CH2:9][CH2:10][CH:11]([N:15]3[CH2:16][CH:17]([NH:19][C:20](=[O:21])[CH2:22][NH:23][C:24]([c:25]4[cH:26][c:27]([C:31]([F:32])([F:33])[F:34])[cH:28][cH:29][cH:30]4)=[O:35])[CH2:18]3)[CH2:12][CH2:13]2)[cH:3][cH:4][cH:5][cH:6]1. Product: FC1=C(C=C(C(=C1)C=1OC(=NN1)C=1C(=NOC1C)C1=CC=CC=C1)OC)NCCN1CCCC1 ({2-Fluoro-5-methoxy-4-[5-(5-methyl-3-phenyl-isoxazol-4-yl)-[1,3,4]oxadiazol-2-yl]-phenyl}-(2-pyrrolidin-1-yl-ethyl)-amine). Reaction SMILES: F[C:2]1[C:7]([F:8])=[CH:6][C:5]([C:9]2[O:10][C:11]([C:14]3[C:15]([C:20]4[CH:25]=[CH:24][CH:23]=[CH:22][CH:21]=4)=[N:16][O:17][C:18]=3[CH3:19])=[N:12][N:13]=2)=[C:4]([O:26][CH3:27])[CH:3]=1.[NH2:28][CH2:29][CH2:30][N:31]1[CH2:35][CH2:34][CH2:33][CH2:32]1>>[F:8][C:7]1[CH:6]=[C:5]([C:9]2[O:10][C:11]([C:14]3[C:15]([C:20]4[CH:21]=[CH:22][CH:23]=[CH:24][CH:25]=4)=[N:16][O:17][C:18]=3[CH3:19])=[N:12][N:13]=2)[C:4]([O:26][CH3:27])=[CH:3][C:2]=1[NH:28][CH2:29][CH2:30][N:31]1[CH2:35][CH2:34][CH2:33][CH2:32]1. The yield is 58.0%. Procedure: As described for example 26, 2-(4,5-difluoro-2-methoxy-phenyl)-5-(5-methyl-3-phenyl-isoxazol-4-yl)-[1,3,4]oxadiazole (200 mg, 0.54 mmol) instead of 2-(4-fluoro-2-methoxy-phenyl)-5-(5-methyl-3-phenyl-isoxazol-4-yl)-[1,3,4]oxadiazole was converted using 1-(2-aminoethyl)pyrrolidine instead of thiomorpholine to the title compound (145 mg, 58%) which was obtained as an off-white solid. MS: m/e=464.2 [M+H]+. Reactants: FC1=CC(=C(C=C1F)C=1OC(=NN1)C=1C(=NOC1C)C1=CC=CC=C1)OC (2-(4,5-difluoro-2-methoxy-phenyl)-5-(5-methyl-3-phenyl-isoxazol-4-yl)-[1,3,4]oxadiazole), NCCN1CCCC1 (1-(2-aminoethyl)pyrrolidine). As a reaction SMILES: [Cl:1][C:2]1[CH:7]=[C:6]([CH2:8][NH:9][CH2:10][C@H:11]([OH:24])[C:12]2[CH:21]=[CH:20][C:19]([OH:22])=[C:18]3[C:13]=2[CH:14]=[CH:15][C:16](=[O:23])[NH:17]3)[C:5]([O:25][CH3:26])=[CH:4][C:3]=1[NH:27][C:28]([CH2:30][CH2:31][N:32]1[CH2:37][CH2:36][CH:35]([O:38][C:39](=[O:53])[NH:40][C:41]2[CH:46]=[CH:45][CH:44]=[CH:43][C:42]=2[C:47]2[CH:52]=[CH:51][CH:50]=[CH:49][CH:48]=2)[CH2:34][CH2:33]1)=[O:29].O.O.[CH2:56]([S:62]([OH:65])(=[O:64])=[O:63])[CH2:57][S:58]([OH:61])(=[O:60])=[O:59]>C(O)(C)C.O>[CH2:56]([S:62]([OH:65])(=[O:64])=[O:63])[CH2:57][S:58]([OH:61])(=[O:60])=[O:59].[Cl:1][C:2]1[CH:7]=[C:6]([CH2:8][NH:9][CH2:10][C@H:11]([OH:24])[C:12]2[CH:21]=[CH:20][C:19]([OH:22])=[C:18]3[C:13]=2[CH:14]=[CH:15][C:16](=[O:23])[NH:17]3)[C:5]([O:25][CH3:26])=[CH:4][C:3]=1[NH:27][C:28]([CH2:30][CH2:31][N:32]1[CH2:37][CH2:36][CH:35]([O:38][C:39](=[O:53])[NH:40][C:41]2[CH:46]=[CH:45][CH:44]=[CH:43][C:42]=2[C:47]2[CH:48]=[CH:49][CH:50]=[CH:51][CH:52]=2)[CH2:34][CH2:33]1)=[O:29] |f:1.2.3,6.7|. Run at time 1 hour. Solvent: C(C)(C)O (isopropanol), O (water). The yield is 95.5%. Procedure details: Biphenyl-2-ylcarbamic acid 1-[2-(2-chloro-4-{[(r)-2-hydroxy-2-(8-hydroxy-2-oxo-1,2-dihydroquinolin-5-yl)ethylamino]methyl}-5-methoxyphenylcarbamoyl)-ethyl]piperidin-4-yl ester (5 g, 6.75 mmol, >99% pure) was dissolved in isopropanol (100 mL), followed by addition of ethane disulfonic acid dihydrate (1.525 mg, 6.75 mmol) dissolved in water (20 mL). The resulting slurry was stirred at room temperature for 1 hour, and then at ˜30° C. overnight. The title compound (6.0 g) was isolated as a white pow... Starting materials: ClC1=C(C=C(C(=C1)CNC[C@@H](C1=C2C=CC(NC2=C(C=C1)O)=O)O)OC)NC(=O)CCN1CCC(CC1)OC(NC1=C(C=CC=C1)C1=CC=CC=C1)=O (Biphenyl-2-ylcarbamic acid 1-[2-(2-chloro-4-{[(r)-2-hydroxy-2-(8-hydroxy-2-oxo-1,2-dihydroquinolin-5-yl)ethylamino]methyl}-5-methoxyphenylcarbamoyl)-ethyl]piperidin-4-yl ester), O.O.C(CS(=O)(=O)O)S(=O)(=O)O (ethane disulfonic acid dihydrate). Product: C(CS(=O)(=O)O)S(=O)(=O)O.ClC1=C(C=C(C(=C1)CNC[C@@H](C1=C2C=CC(NC2=C(C=C1)O)=O)O)OC)NC(=O)CCN1CCC(CC1)OC(NC1=C(C=CC=C1)C1=CC=CC=C1)=O (Biphenyl-2-ylcarbamic Acid 1-[2-(2-Chloro-4-{[(R)-2-hydroxy-2-(8-hydroxy-2-oxo-1,2-dihydroquinolin-5-yl)ethylamino]methyl}-5-methoxyphenylcarbamoyl)-ethyl]piperidin-4-yl Ester 1,2-Ethanedisulfonic Acid Salt). Reactants: C(CC)N(CCC)CC1=CN=C(O1)C=1N=CN2C1CN(C(C1=C2C=CC=C1)=O)C (3-(5-dipropylaminomethyl-oxazol-2-yl)-5-methyl-5,6-dihydro-4H-imidazo[1,5-a][1,4]benzodiazepin-6-one), Cl (hydrochloric acid). Run in C(C)(=O)OCC (ethyl acetate). Reaction conditions: time 0.5 hour. Product: Cl.C(CC)N(CCC)CC1=CN=C(O1)C=1N=CN2C1CN(C(C1=C2C=CC=C1)=O)C (3-(5-dipropylaminomethyl-oxazol-2-yl)-5-methyl-5,6-dihydro-4H-imidazo [1,5-a][1,4]benzodiazepin-6-one hydrochloride). Isolated yield 87.0%. RXN SMILES: [CH2:1]([N:4]([CH2:8][C:9]1[O:13][C:12]([C:14]2[N:15]=[CH:16][N:17]3[C:23]4[CH:24]=[CH:25][CH:26]=[CH:27][C:22]=4[C:21](=[O:28])[N:20]([CH3:29])[CH2:19][C:18]=23)=[N:11][CH:10]=1)[CH2:5][CH2:6][CH3:7])[CH2:2][CH3:3].[ClH:30]>C(OCC)(=O)C>[ClH:30].[CH2:1]([N:4]([CH2:8][C:9]1[O:13][C:12]([C:14]2[N:15]=[CH:16][N:17]3[C:23]4[CH:24]=[CH:25][CH:26]=[CH:27][C:22]=4[C:21](=[O:28])[N:20]([CH3:29])[CH2:19][C:18]=23)=[N:11][CH:10]=1)[CH2:5][CH2:6][CH3:7])[CH2:2][CH3:3] |f:3.4|. Procedure details: 1.0 g (0.00254 mol) of 3-(5-dipropylaminomethyl-oxazol-2-yl)-5-methyl-5,6-dihydro-4H-imidazo[1,5-a][1,4]benzodiazepin-6-one in 50 ml of ethyl acetate was treated with 0.76 ml (0.00279 mol) of 3.7N ethanolic hydrochloric acid. After stirring at 0° for 1/2 hr. the white suspension was suction filtered. The yellowish crystals were dissolved in hot acetonitrile and recrystallized by the addition of ether. There was obtained 0.95 g (87%) of 3-(5-dipropylaminomethyl-oxazol-2-yl)-5-methyl-5,6-dihydro-4... The reactants are N#Cc1cc2c(Oc3ccc(NC(=O)Nc4ccc(F)cc4)cc3)ccnc2cc1O, O=C([O-])[O-], CN(C)C=O, CCOC(C)=O, ClCCBr, [K+], [K+], C1CCOC1. Yields the product N#Cc1cc2c(Oc3ccc(NC(=O)Nc4ccc(F)cc4)cc3)ccnc2cc1OCCCl. Reaction SMILES: [C:1](#[N:2])[c:3]1[cH:4][c:5]2[c:6]([O:14][c:15]3[cH:16][cH:17][c:18]([NH:21][C:22](=[O:23])[NH:24][c:25]4[cH:26][cH:27][c:28]([F:31])[cH:29][cH:30]4)[cH:19][cH:20]3)[cH:7][cH:8][n:9][c:10]2[cH:11][c:12]1[OH:13].[C:36](=[O:37])([O-:38])[O-:39].[CH3:47][N:48]([CH3:49])[CH:50]=[O:51].[CH3:52][CH2:53][O:54][C:55](=[O:56])[CH3:57].[Cl:32][CH2:33][CH2:34][Br:35].[K+:40].[K+:41].[O:42]1[CH2:43][CH2:44][CH2:45][CH2:46]1>>[C:1](#[N:2])[c:3]1[cH:4][c:5]2[c:6]([O:14][c:15]3[cH:16][cH:17][c:18]([NH:21][C:22](=[O:23])[NH:24][c:25]4[cH:26][cH:27][c:28]([F:31])[cH:29][cH:30]4)[cH:19][cH:20]3)[cH:7][cH:8][n:9][c:10]2[cH:11][c:12]1[O:13][CH2:34][CH2:33][Cl:32].